This data is from the Open Reaction Database (ORD), a public repository of structured organic reaction records. The task is: describe an organic reaction: reactants, conditions, products, and yield The reactants are BrC1C(C2=CC=CC=C2C1)=O (2-bromo-1-indanone), C1(C=2C(C(N1CC(=S)N)=O)=CC=CC2)=O (phthalimidothioacetamide). Run in C(C)(C)O (isopropanol). Product: C1(C=2C(C(N1CC=1SC3=C(N1)C=1C=CC=CC1C3)=O)=CC=CC2)=O (2-phthalimidomethyl-8H-indeno[1,2-d]thiazole). The yield is 50.3%. Reaction SMILES: Br[CH:2]1[CH2:10][C:9]2[C:4](=[CH:5][CH:6]=[CH:7][CH:8]=2)[C:3]1=O.[C:12]1(=[O:26])[N:16]([CH2:17][C:18]([NH2:20])=[S:19])[C:15](=[O:21])[C:14]2=[CH:22][CH:23]=[CH:24][CH:25]=[C:13]12>C(O)(C)C>[C:15]1(=[O:21])[N:16]([CH2:17][C:18]2[S:19][C:2]3[CH2:10][C:9]4[CH:8]=[CH:7][CH:6]=[CH:5][C:4]=4[C:3]=3[N:20]=2)[C:12](=[O:26])[C:13]2=[CH:25][CH:24]=[CH:23][CH:22]=[C:14]12. Reported procedure: In 100 ml of isopropanol, 1.64 g of 2-bromo-1-indanone was dissolved. Then, 2.0 g of phthalimidothioacetamide was added, followed by heating under reflux for 6 hours. The precipitate thus formed was collected by filtration and then distributed between chloroform and a saturated aqueous solution of sodium bicarbonate. The organic layer was separated, washed successively with water and a saturated aqueous solution of sodium chloride, and then dried over anhydrous sodium sulfate. The solvent was th... Reactants: C(C=C)C1(CCCCC1)CO ((1-allylcyclohexyl)methanol), N1C=NC=C1 (imidazole), C(C)[Si](Cl)(CC)CC (triethylchlorosilane). Solvent: CN(C=O)C (N,N-dimethylformamide), CN(C=O)C (N,N-dimethylformamide). Reaction conditions: time 3 hour. Yields the product C(C=C)C1(CCCCC1)CO[Si](CC)(CC)CC ([1-(Allylcyclohexyl)methoxy]triethylsilane). RXN SMILES: [CH2:1]([C:4]1([CH2:10][OH:11])[CH2:9][CH2:8][CH2:7][CH2:6][CH2:5]1)[CH:2]=[CH2:3].N1C=CN=C1.[CH2:17]([Si:19]([CH2:23][CH3:24])([CH2:21][CH3:22])Cl)[CH3:18]>CN(C)C=O>[CH2:1]([C:4]1([CH2:10][O:11][Si:19]([CH2:23][CH3:24])([CH2:21][CH3:22])[CH2:17][CH3:18])[CH2:5][CH2:6][CH2:7][CH2:8][CH2:9]1)[CH:2]=[CH2:3]. Reported procedure: To a solution of (1-allylcyclohexyl)methanol (1.0 g) in N,N-dimethylformamide (7 mL) were added imidazole (661 mg) and triethylchlorosilane (1.41 mL) at room temperature. After stirring the solution at room temperature for 3 hours, N,N-dimethylformamide was added thereto and it was extracted with hexane. The combined hexane layer was washed with acetonitrile and concentrated under reduced pressure to give the title compound (1.70 g). This product was subjected to the subsequent step without furt... The reactants are N1(CCCCC1)CC1=CC(=NC=C1)OC\C=C/CNC(CCCCl)=O (N-[4-(4-piperidinomethyl-2-pyridyloxy) -cis-2-butenyl]-4-chlorobutyramide), SC=1SC=NN1 (2-mercapto-1,3,4-thiadiazole). The yield is 84.0%. As a reaction SMILES: [N:1]1([CH2:7][C:8]2[CH:13]=[CH:12][N:11]=[C:10]([O:14][CH2:15]/[CH:16]=[CH:17]\[CH2:18][NH:19][C:20](=[O:25])[CH2:21][CH2:22][CH2:23]Cl)[CH:9]=2)[CH2:6][CH2:5][CH2:4][CH2:3][CH2:2]1.[SH:26][C:27]1[S:28][CH:29]=[N:30][N:31]=1>>[N:1]1([CH2:7][C:8]2[CH:13]=[CH:12][N:11]=[C:10]([O:14][CH2:15]/[CH:16]=[CH:17]\[CH2:18][NH:19][C:20](=[O:25])[CH2:21][CH2:22][CH2:23][S:26][C:27]3[S:28][CH:29]=[N:30][N:31]=3)[CH:9]=2)[CH2:6][CH2:5][CH2:4][CH2:3][CH2:2]1. Yields the product N1(CCCCC1)CC1=CC(=NC=C1)OC\C=C/CNC(CCCSC=1SC=NN1)=O (N-[4-(4-Piperidinomethyl-2-pyridyloxy)-cis-2-butenyl]-4-(1,3,4-thiadiazol-2-ylthio)butyramide). Procedure details: Following a procedure similar to that described in Example 34, but using N-[4-(4-piperidinomethyl-2-pyridyloxy) -cis-2-butenyl]-4-chlorobutyramide (prepared as described in Preparation 2) and 2-mercapto-1,3,4-thiadiazole as starting materials, in relative proportions similar to those used in that Example, the title compound was obtained as an oil in an 84% yield. RXN SMILES: [Si](OCC[CH:11]1[N:22]2[C:23]3[C:19]([CH:20]=[CH:21]2)=[C:18]([C:24]([F:27])([F:26])[F:25])[C:17]([CH2:28][CH2:29][C:30]2[CH:35]=[CH:34][CH:33]=[CH:32][CH:31]=2)=[CH:16][C:15]=3[CH2:14][NH:13][CH2:12]1)(C(C)(C)C)(C)C.Cl.C1C[O:40][CH2:39][CH2:38]1>>[CH2:28]([C:17]1[C:18]([C:24]([F:26])([F:25])[F:27])=[C:19]2[C:23]3=[C:15]([CH2:14][NH:13][CH:12]([CH2:38][CH2:39][OH:40])[CH2:11][N:22]3[CH:21]=[CH:20]2)[CH:16]=1)[CH2:29][C:30]1[CH:35]=[CH:34][CH:33]=[CH:32][CH:31]=1. Procedure details: To a mixture of 2-(2-((tert-butyldimethylsilyl)oxy)ethyl-6-phenethyl-7-(trifluoromethyl)-1,2,3,4-tetrahydro-[1,4]diazepino[6,7,1-hi]indole (107 mg, 0.21 mmol) in THF was added conc. HCl (2 mL) at 0° C. and the resulting mixture stirred for 1 h. Purification by reverse-phase chromatography (25→90% CH3CN—H2O-TFA) yielded 2-(6-phenethyl-7-(trifluoromethyl)-3,4-dihydro-[1,4]diazepino[6,7,1-hi]indol-2(1H)-yl)ethanol (50 mg). Reaction conditions: time 1 hour. Starting materials: [Si](C)(C)(C(C)(C)C)OCCC1CNCC=2C=C(C(=C3C=CN1C23)C(F)(F)F)CCC2=CC=CC=C2 (2-((tert-butyldimethylsilyl)oxy)ethyl-6-phenethyl-7-(trifluoromethyl)-1,2,3,4-tetrahydro-[1,4]diazepino[6,7,1-hi]indole), C1CCOC1 (THF), Cl (HCl). The product is C(CC1=CC=CC=C1)C=1C(=C2C=CN3C2=C(C1)CNC(C3)CCO)C(F)(F)F (2-(6-phenethyl-7-(trifluoromethyl)-3,4-dihydro-[1,4]diazepino[6,7,1-hi]indol-2(1H)-yl)ethanol). Reactants: BrCc1ccccc1, CC(=O)c1ccc(O)c2[nH]c(=O)sc12, C1CCOC1, CCN(C(C)C)C(C)C, CN(C)C=O, O. Product: CC(=O)c1ccc(OCc2ccccc2)c2[nH]c(=O)sc12. As a reaction SMILES: [Br:29][CH2:30][c:31]1[cH:32][cH:33][cH:34][cH:35][cH:36]1.[C:1]([CH3:2])(=[O:3])[c:4]1[cH:5][cH:6][c:7]([OH:14])[c:8]2[nH:9][c:10](=[O:13])[s:11][c:12]12.[CH2:37]1[O:38][CH2:39][CH2:40][CH2:41]1.[CH:20]([N:21]([CH2:22][CH3:23])[CH:24]([CH3:25])[CH3:26])([CH3:27])[CH3:28].[O:15]=[CH:16][N:17]([CH3:18])[CH3:19].[OH2:42]>>[C:1]([CH3:2])(=[O:3])[c:4]1[cH:5][cH:6][c:7]([O:14][CH2:30][c:31]2[cH:32][cH:33][cH:34][cH:35][cH:36]2)[c:8]2[nH:9][c:10](=[O:13])[s:11][c:12]12. Reactants: CC1=NOC(=C1C)NS(=O)(=O)C=1C(=CC=CC1)C1=C(C=C(C=C1)C=1OC=CN1)CNC (N-(3,4-dimethyl-5-isoxazolyl)-2'-[(methylamino)methyl]-4'-(2-oxazolyl)[1,1'-biphenyl]-2-sulfonamide), C(CCC1=CC=CC=C1)(=O)O (hydrocinnamic acid), C(C)(C)N=C=NC(C)C (1,3-diisopropylcarbodiimide). Solvent: C(Cl)Cl (CH2Cl2), CN(C)C=O (DMF). Run at time 8 hour. Yields the product CC1=NOC(=C1C)NS(=O)(=O)C1=C(C=CC=C1)C1=C(C=C(C=C1)C=1OC=CN1)CN(C(CCC1=CC=CC=C1)=O)C (N-[[2'-[[(3,4-Dimethyl-5-isoxazolyl)amino]sulfonyl]-4-(2-oxazolyl)[1,1'-biphenyl]-2-yl]methyl]-N-methylbenzenepropanamide). Reaction SMILES: [CH3:1][C:2]1[C:6]([CH3:7])=[C:5]([NH:8][S:9]([C:12]2[C:13]([C:18]3[CH:23]=[CH:22][C:21]([C:24]4[O:25][CH:26]=[CH:27][N:28]=4)=[CH:20][C:19]=3[CH2:29][NH:30][CH3:31])=[CH:14][CH:15]=[CH:16][CH:17]=2)(=[O:11])=[O:10])[O:4][N:3]=1.[C:32]([OH:42])(=O)[CH2:33][CH2:34][C:35]1[CH:40]=[CH:39][CH:38]=[CH:37][CH:36]=1.C(N=C=NC(C)C)(C)C>C(Cl)Cl.CN(C=O)C>[CH3:1][C:2]1[C:6]([CH3:7])=[C:5]([NH:8][S:9]([C:12]2[CH:17]=[CH:16][CH:15]=[CH:14][C:13]=2[C:18]2[CH:23]=[CH:22][C:21]([C:24]3[O:25][CH:26]=[CH:27][N:28]=3)=[CH:20][C:19]=2[CH2:29][N:30]([CH3:31])[C:32](=[O:42])[CH2:33][CH2:34][C:35]2[CH:36]=[CH:37][CH:38]=[CH:39][CH:40]=2)(=[O:11])=[O:10])[O:4][N:3]=1. Reported procedure: To N-(3,4-dimethyl-5-isoxazolyl)-2'-[(methylamino)methyl]-4'-(2-oxazolyl)[1,1'-biphenyl]-2-sulfonamide (30 mg, 0.068 mmol, prepared as described in Step (A) of Example 28) and hydrocinnamic acid (10.3 mg, 0.068 mmol) in 0.68 ml of CH2Cl2 and 0.08 ml of DMF, 1,3-diisopropylcarbodiimide (9.5 mg, 0.075 mmol) was added. The reaction was stirred at room temperature overnight and concentrated. The residue was purified by preparative HPLC on an ODS S10 column using 20% solvent A (10% MeOH, 90% H2O, 0.1...